Dataset: the Open Reaction Database (ORD), a public repository of structured organic reaction records. Task: describe an organic reaction: reactants, conditions, products, and yield Product: CC(C)CC(Oc1cccc(-c2ccc(N3CCN(C(=O)O[Si](C(C)C)(C(C)C)C(C)C)CC3)cc2)c1)C(=O)NCC#N. As a reaction SMILES: [Br:1][c:2]1[cH:3][c:4]([O:5][CH:6]([C:7](=[O:8])[NH:9][CH2:10][C:11]#[N:12])[CH2:13][CH:14]([CH3:15])[CH3:16])[cH:17][cH:18][cH:19]1.[C:48](=[O:49])([O-:50])[O-:51].[CH2:64]([O:65][C:66](=[O:67])[CH3:68])[CH3:69].[CH3:57][c:58]1[cH:59][cH:60][cH:61][cH:62][cH:63]1.[CH:20]([CH3:21])([CH3:22])[Si:23]([O:24][C:25](=[O:26])[N:27]1[CH2:28][CH2:29][N:30]([c:33]2[cH:34][cH:35][c:36]([B:39]([OH:40])[OH:41])[cH:37][cH:38]2)[CH2:31][CH2:32]1)([CH:42]([CH3:43])[CH3:44])[CH:45]([CH3:46])[CH3:47].[Cl:54][CH2:55][Cl:56].[K+:52].[K+:53]>>[c:2]1(-[c:36]2[cH:35][cH:34][c:33]([N:30]3[CH2:29][CH2:28][N:27]([C:25]([O:24][Si:23]([CH:20]([CH3:21])[CH3:22])([CH:42]([CH3:43])[CH3:44])[CH:45]([CH3:46])[CH3:47])=[O:26])[CH2:32][CH2:31]3)[cH:38][cH:37]2)[cH:3][c:4]([O:5][CH:6]([C:7](=[O:8])[NH:9][CH2:10][C:11]#[N:12])[CH2:13][CH:14]([CH3:15])[CH3:16])[cH:17][cH:18][cH:19]1. Starting materials: CC(C)CC(Oc1cccc(Br)c1)C(=O)NCC#N, O=C([O-])[O-], CCOC(C)=O, Cc1ccccc1, CC(C)[Si](OC(=O)N1CCN(c2ccc(B(O)O)cc2)CC1)(C(C)C)C(C)C, ClCCl, [K+], [K+]. Starting materials: CC=1NC(=C(N1)C1=CC=CC=C1)C1=CC=CC=C1 (2-methyl-4,5-diphenylimidazole), C(=C)OCC (ethyl vinyl ether), C1(O)=CC=C(O)C=C1 (hydroquinone). Run at temperature 180 celsius. Yields the product C(C)OC(C)N1C(=NC(=C1C1=CC=CC=C1)C1=CC=CC=C1)C (1-(1-ethoxyethyl)-2-methyl-4,5-diphenyl-1H-imidazole). The yield is 68.3%. Reaction SMILES: [CH3:1][C:2]1[NH:3][C:4]([C:13]2[CH:18]=[CH:17][CH:16]=[CH:15][CH:14]=2)=[C:5]([C:7]2[CH:12]=[CH:11][CH:10]=[CH:9][CH:8]=2)[N:6]=1.[CH:19]([O:21][CH2:22][CH3:23])=[CH2:20].C1(C=CC(O)=CC=1)O>>[CH2:19]([O:21][CH:22]([N:6]1[C:5]([C:7]2[CH:12]=[CH:11][CH:10]=[CH:9][CH:8]=2)=[C:4]([C:13]2[CH:18]=[CH:17][CH:16]=[CH:15][CH:14]=2)[N:3]=[C:2]1[CH3:1])[CH3:23])[CH3:20]. Procedure details: A mixture of 2-methyl-4,5-diphenylimidazole (3.00 g, l3 mmol), ethyl vinyl ether (9.23 g, l2.30 mL, l30 mmol) and hydroquinone (0.l4 g, l.2 mmol) was heated at 180° C. in a sealed vessel for 17 hours. The excess ethyl vinyl ether was evaporated and the residue chromatographed on a column of silica gel using a mixture of diethyl ether and hexanes (3:2) as eluent. Elution gave 1-(1-ethoxyethyl)-2-methyl-4,5-diphenyl-1H-imidazole (2.68 g, 68%), mp 87°-89° C.